This data is from the Open Reaction Database (ORD), a public repository of structured organic reaction records. The task is: describe an organic reaction: reactants, conditions, products, and yield The reactants are C(#C)[C@]1([C@]2(CC)[C@@H](C=C1)[C@@H]1CCC3=CC(CC[C@@H]3[C@H]1CC2)=O)O (17α-ethynyl-17β-hydroxy-18-methyl-4,15-estradien-3-one), ice water, N1=C(C=C(C=C1C)C)C (collidine), C(C)(=O)OC(C)=O (acetic anhydride). Run at time 5 hour. Yields the product C(C)(=O)O[C@@]1([C@]2(CC)[C@@H](C=C1)[C@@H]1CCC3=CC(CC[C@@H]3[C@H]1CC2)=O)C#C (17β-Acetoxy-17α-ethynyl-18-methyl-4,15-estradien-3-one). As a reaction SMILES: [C:1]([C@:3]1([OH:23])[CH:9]=[CH:8][C@H:7]2[C@H:10]3[C@H:19]([CH2:20][CH2:21][C@:4]12[CH2:5][CH3:6])[C@@H:18]1[C:13](=[CH:14][C:15](=[O:22])[CH2:16][CH2:17]1)[CH2:12][CH2:11]3)#[CH:2].N1C(C)=CC(C)=CC=1C.[C:33](OC(=O)C)(=[O:35])[CH3:34]>>[C:33]([O:23][C@@:3]1([C:1]#[CH:2])[CH:9]=[CH:8][C@H:7]2[C@H:10]3[C@H:19]([CH2:20][CH2:21][C@:4]12[CH2:5][CH3:6])[C@@H:18]1[C:13](=[CH:14][C:15](=[O:22])[CH2:16][CH2:17]1)[CH2:12][CH2:11]3)(=[O:35])[CH3:34]. Procedure details: A solution of 2.0 g. of 17α-ethynyl-17β-hydroxy-18-methyl-4,15-estradien-3-one in 40 ml. of collidine and 13 ml. of acetic anhydride is heated to boiling for 5 hours under nitrogen. After cooling, the solution is poured into ice/water. The reaction product is extracted with methylene chloride, washed in succession with 2N hydrochloric acid, sodium bicarbonate solution, and water, and dried over sodium sulfate. The crude product is chromatographed on silica gel. With 25-30% ethyl acetate-hexane, ... Reaction SMILES: [CH2:1]([Sn](CCCC)(CCCC)CCCC)[CH:2]=[CH2:3].N#N.Br[C:20]1[CH:39]=[N:38][C:23]2[N:24]([CH2:36][CH3:37])[C:25]3[N:34]=[C:33]([F:35])[CH:32]=[CH:31][C:26]=3[N:27]([CH3:30])[C:28](=[O:29])[C:22]=2[CH:21]=1>CN(C=O)C.C1C=CC([P]([Pd]([P](C2C=CC=CC=2)(C2C=CC=CC=2)C2C=CC=CC=2)([P](C2C=CC=CC=2)(C2C=CC=CC=2)C2C=CC=CC=2)[P](C2C=CC=CC=2)(C2C=CC=CC=2)C2C=CC=CC=2)(C2C=CC=CC=2)C2C=CC=CC=2)=CC=1>[CH2:36]([N:24]1[C:23]2[N:38]=[CH:39][C:20]([CH2:3][CH:2]=[CH2:1])=[CH:21][C:22]=2[C:28](=[O:29])[N:27]([CH3:30])[C:26]2[CH:31]=[CH:32][C:33]([F:35])=[N:34][C:25]1=2)[CH3:37] |^1:48,50,69,88|. Run in CN(C)C=O (DMF). Conditions: temperature 90 celsius. The reagents and catalysts are C=1C=CC(=CC1)[P](C=2C=CC=CC2)(C=3C=CC=CC3)[Pd]([P](C=4C=CC=CC4)(C=5C=CC=CC5)C=6C=CC=CC6)([P](C=7C=CC=CC7)(C=8C=CC=CC8)C=9C=CC=CC9)[P](C=1C=CC=CC1)(C=1C=CC=CC1)C=1C=CC=CC1 (Pd(Ph3P)4). Reactants: N#N (N2), BrC1=CC2=C(N(C3=C(N(C2=O)C)C=CC(=N3)F)CC)N=C1 (8-bromo-5,11-dihydro-11-ethyl-2-fluoro-5-methyl-6H-dipyrido[3,2-b:2′,3′-e][1,4]diazepin-6-one), Pd(Ph3)4, C(C=C)[Sn](CCCC)(CCCC)CCCC (Allyltributyltin). Isolated yield 76.3%. The product is C(C)N1C2=C(N(C(C3=C1N=CC(=C3)CC=C)=O)C)C=CC(=N2)F (5,11-Dihydro-11-ethyl-2-fluoro-5-methyl-8-(2-propenyl)-6H-dipyrido[3,2-b:2′,3′-e][1,4]diazepin-6-one). Procedure: Allyltributyltin (32.0 mL, 103.4 mmol) and Pd(Ph3P)4 (5.43 g, 4.70 mmol) were added to a degassed (N2 through solution for 45 min) solution of 8-bromo-5,11-dihydro-11-ethyl-2-fluoro-5-methyl-6H-dipyrido[3,2-b:2′,3′-e][1,4]diazepin-6-one (33.0 g, 94.0 mmol) in DMF (470 mL). Additional amounts of Pd(Ph3)4 (1.09 g, 0.94 mmol added after 1, 2,3,4,5 h of reaction) were added to complete the reaction. The mixture was heated to 90° C. for 6 h. The mixture was concentrated under reduced pressure. The re... The reactants are NC=1C=C2C=CN(C2=CC1)CC1=CC=C(C(=O)N[C@@H](CC2=CC=CC=C2)C(=O)OCC)C=C1 (ethyl N-{4-[(5-amino-1H-indol-1-yl)methyl]benzoyl}phenylalaninate), C1(=CC=CC=C1)S(=O)(=O)Cl (benzenesulfonyl chloride), [Li+].[OH-] (LiOH). Product: C1(=CC=CC=C1)S(=O)(=O)NC=1C=C2C=CN(C2=CC1)CC1=CC=C(C(=O)N[C@@H](CC2=CC=CC=C2)C(=O)O)C=C1 (N-[4-({5-[(Phenylsulfonyl)amino]-1H-indol-1-yl}methyl)benzoyl]-L-phenylalanine). RXN SMILES: [NH2:1][C:2]1[CH:3]=[C:4]2[C:8](=[CH:9][CH:10]=1)[N:7]([CH2:11][C:12]1[CH:33]=[CH:32][C:15]([C:16]([NH:18][C@H:19]([C:27]([O:29]CC)=[O:28])[CH2:20][C:21]3[CH:26]=[CH:25][CH:24]=[CH:23][CH:22]=3)=[O:17])=[CH:14][CH:13]=1)[CH:6]=[CH:5]2.[C:34]1([S:40](Cl)(=[O:42])=[O:41])[CH:39]=[CH:38][CH:37]=[CH:36][CH:35]=1.[Li+].[OH-]>>[C:34]1([S:40]([NH:1][C:2]2[CH:3]=[C:4]3[C:8](=[CH:9][CH:10]=2)[N:7]([CH2:11][C:12]2[CH:33]=[CH:32][C:15]([C:16]([NH:18][C@H:19]([C:27]([OH:29])=[O:28])[CH2:20][C:21]4[CH:22]=[CH:23][CH:24]=[CH:25][CH:26]=4)=[O:17])=[CH:14][CH:13]=2)[CH:6]=[CH:5]3)(=[O:42])=[O:41])[CH:39]=[CH:38][CH:37]=[CH:36][CH:35]=1 |f:2.3|. Procedure details: Treatment of ethyl N-{4-[(5-amino-1H-indol-1-yl)methyl]benzoyl}phenylalaninate with benzenesulfonyl chloride followed by LiOH hydrolysis as described in the procedure of Example 1 gave the title compound: MS (ESI) m/z 554; MS (ESI) m/z 552. Conditions: temperature 40 celsius, time 8 hour. Reported procedure: A mixture of 3-chloro-2-fluoro-6-methoxy-5-(1-{[9-(tetrahydro-2H-pyran-2-yl)-9H-purin-6-yl]amino}ethyl)benzaldehyde (10 mg, 0.023 mmol), in THF (0.95 mL) was stirred at 40° C. for 1 hour. Sodium triacetoxyborohydride (15 mg, 0.069 mmol) and acetic acid (50 μL, 0.88 mmol) were added and the mixture was stirred at 40° C. overnight. Morpholine (20 μL, 0.23 mmol) and sodium cyanoborohydride (14 mg, 0.23 mmol) were added and the mixture was heated at 40° C. for 1 hour. The solvents were stripped down... The reactants are Cl (HCl), O (water), ClC=1C(=C(C=O)C(=C(C1)C(C)NC1=C2N=CN(C2=NC=N1)C1OCCCC1)OC)F (3-chloro-2-fluoro-6-methoxy-5-(1-{[9-(tetrahydro-2H-pyran-2-yl)-9H-purin-6-yl]amino}ethyl)benzaldehyde), C(C)(=O)O[BH-](OC(C)=O)OC(C)=O.[Na+] (Sodium triacetoxyborohydride), C(C)(=O)O (acetic acid), N1CCOCC1 (Morpholine), C(#N)[BH3-].[Na+] (sodium cyanoborohydride), FC(C(=O)O)(F)F.C1CCOC1 (trifluoroacetic acid THF). Reaction SMILES: [Cl:1][C:2]1[C:3]([F:30])=[C:4]([C:7]([O:28][CH3:29])=[C:8]([CH:10]([NH:12][C:13]2[N:21]=[CH:20][N:19]=[C:18]3[C:14]=2[N:15]=[CH:16][N:17]3C2CCCCO2)[CH3:11])[CH:9]=1)[CH:5]=O.C(O[BH-](OC(=O)C)OC(=O)C)(=O)C.[Na+].C(O)(=O)C.[NH:49]1[CH2:54][CH2:53][O:52][CH2:51][CH2:50]1.C([BH3-])#N.[Na+].FC(F)(F)C(O)=O.C1COCC1.Cl.O>C1COCC1>[Cl:1][C:2]1[C:3]([F:30])=[C:4]([CH2:5][N:49]2[CH2:54][CH2:53][O:52][CH2:51][CH2:50]2)[C:7]([O:28][CH3:29])=[C:8]([CH:10]([NH:12][C:13]2[N:21]=[CH:20][N:19]=[C:18]3[C:14]=2[N:15]=[CH:16][NH:17]3)[CH3:11])[CH:9]=1 |f:1.2,5.6,7.8|. Solvent: C1CCOC1 (THF). Yield: 35.1%. The product is ClC=1C(=C(C(=C(C1)C(C)NC1=C2N=CNC2=NC=N1)OC)CN1CCOCC1)F (N-{1-[5-Chloro-4-fluoro-2-methoxy-3-(morpholin-4-ylmethyl)phenyl]ethyl}-9H-purin-6-amine). Starting materials: ClC=1C(=C(C(=O)O)C=C(C1F)F)F (3-chloro-2,4,5-trifluorobenzoic acid), [N+](=O)(O)[O-] (nitric acid), ice water. The solvent is S(O)(O)(=O)=O (sulfuric acid). Reaction conditions: temperature 60 celsius. Product: ClC=1C(=C(C(=O)O)C(=C(C1F)F)[N+](=O)[O-])F (3-chloro-2,4,5-trifluoro-6-nitrobenzoic acid). Reaction SMILES: [Cl:1][C:2]1[C:3]([F:13])=[C:4]([CH:8]=[C:9]([F:12])[C:10]=1[F:11])[C:5]([OH:7])=[O:6].[N+:14]([O-])([OH:16])=[O:15]>S(=O)(=O)(O)O>[Cl:1][C:2]1[C:3]([F:13])=[C:4]([C:8]([N+:14]([O-:16])=[O:15])=[C:9]([F:12])[C:10]=1[F:11])[C:5]([OH:7])=[O:6]. Procedure: To a solution of 42.1 g (200 mmol) of 3-chloro-2,4,5-trifluorobenzoic acid (E.P.O. No. 0 183 129) in 100 ml of sulfuric acid was added concentrated nitric acid (50 ml) dropwise such that the reaction temperature stayed below 40° C. The reaction mixture was heated at 60° C. for 18 hours, then poured cautiously onto 500 g of ice water. The aqueous solution was extracted with ether, and the ether extracts were washed with water, dried over magnesium sulfate, and concentrated to give 26.5 g of 3-chl...